This data is from the Open Reaction Database (ORD), a public repository of structured organic reaction records. The task is: describe an organic reaction: reactants, conditions, products, and yield The reactants are ClC=1C=C(C(=O)O)C=CC1 (m-chlorobenzoic acid), ClC=1C=C(C(=O)OO)C=CC1 (m-chloroperoxybenzoic acid), S(C1=CC=2C(=NN(N2)C2=C(C(=CC(=C2)C(C)(C)C)C(C)(C)C)O)C=C1)C1=CC=2C(=NN(N2)C2=C(C(=CC(=C2)C(C)(C)C)C(C)(C)C)O)C=C1 (5,5'-thio-bis-[2-(2-hydroxy-3,5-di-tert-butylphenyl)-2H-benzotriazole]), [OH-].[Na+] (sodium hydroxide), aqueous solution. Run in C(Cl)Cl (methylene chloride), C(Cl)Cl (methylene chloride). Product: S(=O)(=O)(C1=CC=2C(=NN(N2)C2=C(C(=CC(=C2)C(C)(C)C)C(C)(C)C)O)C=C1)C1=CC=2C(=NN(N2)C2=C(C(=CC(=C2)C(C)(C)C)C(C)(C)C)O)C=C1 (5,5'-Sulfonyl-bis-[2-(2-hydroxy-3,5-di-tert-butylphenyl)-2H-benzotriazole]). As a reaction SMILES: ClC1C=C(C=CC=1)C(OO)=[O:6].[S:12]([C:37]1[CH:60]=[CH:59][C:40]2=[N:41][N:42]([C:44]3[CH:49]=[C:48]([C:50]([CH3:53])([CH3:52])[CH3:51])[CH:47]=[C:46]([C:54]([CH3:57])([CH3:56])[CH3:55])[C:45]=3[OH:58])[N:43]=[C:39]2[CH:38]=1)[C:13]1[CH:36]=[CH:35][C:16]2=[N:17][N:18]([C:20]3[CH:25]=[C:24]([C:26]([CH3:29])([CH3:28])[CH3:27])[CH:23]=[C:22]([C:30]([CH3:33])([CH3:32])[CH3:31])[C:21]=3[OH:34])[N:19]=[C:15]2[CH:14]=1.[OH-:61].[Na+].ClC1C=C(C=CC=1)C(O)=O>C(Cl)Cl>[S:12]([C:37]1[CH:60]=[CH:59][C:40]2=[N:41][N:42]([C:44]3[CH:49]=[C:48]([C:50]([CH3:53])([CH3:52])[CH3:51])[CH:47]=[C:46]([C:54]([CH3:57])([CH3:56])[CH3:55])[C:45]=3[OH:58])[N:43]=[C:39]2[CH:38]=1)([C:13]1[CH:36]=[CH:35][C:16]2=[N:17][N:18]([C:20]3[CH:25]=[C:24]([C:26]([CH3:27])([CH3:28])[CH3:29])[CH:23]=[C:22]([C:30]([CH3:31])([CH3:32])[CH3:33])[C:21]=3[OH:34])[N:19]=[C:15]2[CH:14]=1)(=[O:6])=[O:61] |f:2.3|. Reported procedure: A solution of 6.9 g (0.022 mole) of m-chloroperoxybenzoic acid 55% in 50 mL of methylene chloride is added at 25°-27° C. to a solution of 6.8 g (0.01 mole) 5,5'-thio-bis-[2-(2-hydroxy-3,5-di-tert-butylphenyl)-2H-benzotriazole], prepared in Example 17, in 150 mL of methylene chloride over a period of 15 minutes. The resulting exotherm is controlled with ice cooling. In short order precipitation of product and m-chlorobenzoic acid takes place. After stirring the reaction for 3 hours, there is adde...